This data is from the Open Reaction Database (ORD), a public repository of structured organic reaction records. The task is: describe an organic reaction: reactants, conditions, products, and yield Starting materials: CC(C)(C)[Si](C)(C)Cl, COC(=O)C(CCO)NC(=O)OCc1ccccc1, CN(C)C=O, C1CCOC1, O, c1c[nH]cn1. The product is COC(=O)C(CCO[Si](C)(C)C(C)(C)C)NC(=O)OCc1ccccc1. As a reaction SMILES: [C:25]([CH3:26])([CH3:27])([CH3:28])[Si:29]([CH3:30])([CH3:31])[Cl:32].[CH3:1][O:2][C:3]([CH:4]([CH2:5][CH2:6][OH:7])[NH:8][C:9](=[O:10])[O:11][CH2:12][c:13]1[cH:14][cH:15][cH:16][cH:17][cH:18]1)=[O:19].[CH3:33][N:34]([CH3:35])[CH:36]=[O:37].[O:38]1[CH2:39][CH2:40][CH2:41][CH2:42]1.[OH2:43].[nH:20]1[cH:21][cH:22][n:23][cH:24]1>>[CH3:1][O:2][C:3]([CH:4]([CH2:5][CH2:6][O:7][Si:29]([C:25]([CH3:26])([CH3:27])[CH3:28])([CH3:30])[CH3:31])[NH:8][C:9](=[O:10])[O:11][CH2:12][c:13]1[cH:14][cH:15][cH:16][cH:17][cH:18]1)=[O:19]. Starting materials: CON(C(=O)C=1N=CN(C1)C=1C=C(C=CC1)C1=C(C=CC=C1)Cl)C (1-(2′-Chloro-biphenyl-3-yl)-1H-imidazole-4-carboxylic acid methoxy-methyl-amide), BrC1=CC(=CC=C1)F (1-bromo-3-fluorobenzene). The product is ClC1=C(C=CC=C1)C1=CC(=CC=C1)N1C=NC(=C1)C(=O)C1=CC(=CC=C1)F ([1-(2′-Chloro-biphenyl-3-yl)-1H-imidazol-4-yl]-(3-fluoro-phenyl)-methanone). Reaction SMILES: CON(C)[C:4]([C:6]1[N:7]=[CH:8][N:9]([C:11]2[CH:12]=[C:13]([C:17]3[CH:22]=[CH:21][CH:20]=[CH:19][C:18]=3[Cl:23])[CH:14]=[CH:15][CH:16]=2)[CH:10]=1)=[O:5].Br[C:26]1[CH:31]=[CH:30][CH:29]=[C:28]([F:32])[CH:27]=1>>[Cl:23][C:18]1[CH:19]=[CH:20][CH:21]=[CH:22][C:17]=1[C:13]1[CH:14]=[CH:15][CH:16]=[C:11]([N:9]2[CH:10]=[C:6]([C:4]([C:26]3[CH:31]=[CH:30][CH:29]=[C:28]([F:32])[CH:27]=3)=[O:5])[N:7]=[CH:8]2)[CH:12]=1. Procedure: This compound is prepared by method C using compound 12e and 1-bromo-3-fluorobenzene Product: N#Cc1cccc(COCCOc2ccc(CCO)cc2)c1. Reaction SMILES: [Br:1][CH2:2][CH2:3][O:4][CH2:5][c:6]1[cH:7][c:8]([C:9]#[N:10])[cH:11][cH:12][cH:13]1.[C:24](=[O:25])([O-:26])[O-:27].[CH3:30][N:31]([CH3:32])[CH:33]=[O:34].[K+:28].[K+:29].[OH:14][CH2:15][CH2:16][c:17]1[cH:18][cH:19][c:20]([OH:21])[cH:22][cH:23]1>>[CH2:2]([CH2:3][O:4][CH2:5][c:6]1[cH:7][c:8]([C:9]#[N:10])[cH:11][cH:12][cH:13]1)[O:21][c:20]1[cH:19][cH:18][c:17]([CH2:16][CH2:15][OH:14])[cH:23][cH:22]1. The reactants are N#Cc1cccc(COCCBr)c1, O=C([O-])[O-], CN(C)C=O, [K+], [K+], OCCc1ccc(O)cc1. Product: CN(C)CC1=CC=C(O1)CSCCNC=1NC=CC1[N+](=O)[O-] (2-[2-(5-dimethylaminomethyl-2-furylmethylthio)ethylamino]-3-nitropyrrole). Reactants: CN(C)CC1=CC=C(O1)CSCCN (2-(5-dimethylaminomethyl-2-furylmethylthio)ethylamine), CS(=O)C=1NC=CC1[N+](=O)[O-] (2-methylsulphinyl-3-nitropyrrole). As a reaction SMILES: [CH3:1][N:2]([CH2:4][C:5]1[O:9][C:8]([CH2:10][S:11][CH2:12][CH2:13][NH2:14])=[CH:7][CH:6]=1)[CH3:3].CS([C:18]1[NH:19][CH:20]=[CH:21][C:22]=1[N+:23]([O-:25])=[O:24])=O>C(O)C>[CH3:3][N:2]([CH2:4][C:5]1[O:9][C:8]([CH2:10][S:11][CH2:12][CH2:13][NH:14][C:18]2[NH:19][CH:20]=[CH:21][C:22]=2[N+:23]([O-:25])=[O:24])=[CH:7][CH:6]=1)[CH3:1]. Solvent: C(C)O (ethanol). Procedure: A solution of 2-(5-dimethylaminomethyl-2-furylmethylthio)ethylamine (3 g, 0.014 mol) and 2-methylsulphinyl-3-nitropyrrole (2 g, 0.011 mol) in ethanol (50 ml) was refluxed for 7 days, and it was then evaporated to dryness. The residue was purified by elution from a column of silica gel with ethyl acetate-petroleum ether (b.p. 60°-80°)(4:1) to give 2-[2-(5-dimethylaminomethyl-2-furylmethylthio)ethylamino]-3-nitropyrrole, m.p. 67°-67°. The reactants are Cl, Cl, Cl, O=C(O)C1CCOCC1, NC1CCC(CCN2CCN(c3nccc4c3CCO4)CC2)CC1. Yields the product O=C(NC1CCC(CCN2CCN(c3nccc4c3CCO4)CC2)CC1)C1CCOCC1. As a reaction SMILES: [ClH:1].[ClH:2].[ClH:3].[O:28]1[CH2:29][CH2:30][CH:31]([C:34](=[O:35])[OH:36])[CH2:32][CH2:33]1.[O:4]1[CH2:5][CH2:6][c:7]2[c:8]([N:13]3[CH2:14][CH2:15][N:16]([CH2:19][CH2:20][CH:21]4[CH2:22][CH2:23][CH:24]([NH2:27])[CH2:25][CH2:26]4)[CH2:17][CH2:18]3)[n:9][cH:10][cH:11][c:12]21>>[O:4]1[CH2:5][CH2:6][c:7]2[c:8]([N:13]3[CH2:14][CH2:15][N:16]([CH2:19][CH2:20][CH:21]4[CH2:22][CH2:23][CH:24]([NH:27][C:34]([CH:31]5[CH2:30][CH2:29][O:28][CH2:33][CH2:32]5)=[O:35])[CH2:25][CH2:26]4)[CH2:17][CH2:18]3)[n:9][cH:10][cH:11][c:12]21.